This data is from the Open Reaction Database (ORD), a public repository of structured organic reaction records. The task is: describe an organic reaction: reactants, conditions, products, and yield Starting materials: C(C1=CC=CC=C1)OCCC(C)=O (4-benzyloxy-2-butanone), NCC(O)C1=CC=C(C(C(=O)N)=C1)O (5-(2-amino-1-hydroxyethyl)salicylamide), C(#N)[BH3-].[Na+] (sodium cyanoborohydride). Run at time 16 hour. The product is C(C1=CC=CC=C1)OCCC(C)NCC(O)C1=CC=C(C(C(=O)N)=C1)O (5-(2-(4-Benzyloxy-2-Butylamino)-1-Hydroxyethyl)Salicylamide). RXN SMILES: [CH2:1]([O:8][CH2:9][CH2:10][C:11](=O)[CH3:12])[C:2]1[CH:7]=[CH:6][CH:5]=[CH:4][CH:3]=1.[NH2:14][CH2:15][CH:16]([C:18]1[CH:26]=[C:22]([C:23]([NH2:25])=[O:24])[C:21]([OH:27])=[CH:20][CH:19]=1)[OH:17].C([BH3-])#N.[Na+]>>[CH2:1]([O:8][CH2:9][CH2:10][CH:11]([NH:14][CH2:15][CH:16]([C:18]1[CH:26]=[C:22]([C:23]([NH2:25])=[O:24])[C:21]([OH:27])=[CH:20][CH:19]=1)[OH:17])[CH3:12])[C:2]1[CH:7]=[CH:6][CH:5]=[CH:4][CH:3]=1 |f:2.3|. Procedure: Combine 4-benzyloxy-2-butanone (2.6 g, 15 mmol) with 5-(2-amino-1-hydroxyethyl)salicylamide (15 mmol in methanol, 50 ml) and treat with sodium cyanoborohydride (0.9 g, 15 mmol). Let stand 16 hours, evaporate the solvent and extract the residue in ethyl acetate/ 1N sodium bicarbonate solution. Separate the organic phase, dry over sodium sulfate and evaporate in vacuo. Reactants: O=C([O-])[O-], O=C(C=Cc1ccccc1)C=Cc1ccccc1, O=C(C=Cc1ccccc1)C=Cc1ccccc1, O=C(C=Cc1ccccc1)C=Cc1ccccc1, CN1C(=O)C2(CC2)CN(C2CCCCC2)c2nc(Cl)ncc21, [Cs+], [Cs+], CCN1CCC(NC(=O)c2cc(F)c(N)cc2F)CC1, C1COCCO1, [Pd+2]. Yields the product CCN1CCC(NC(=O)c2cc(F)c(Nc3ncc4c(n3)N(C3CCCCC3)CC3(CC3)C(=O)N4C)cc2F)CC1. As a reaction SMILES: [C:43](=[O:44])([O-:45])[O-:46].[CH:50](=[CH:51][C:52]([CH:53]=[CH:54][c:55]1[cH:56][cH:57][cH:58][cH:59][cH:60]1)=[O:61])[c:62]1[cH:63][cH:64][cH:65][cH:66][cH:67]1.[CH:68](=[CH:69][C:70]([CH:71]=[CH:72][c:73]1[cH:74][cH:75][cH:76][cH:77][cH:78]1)=[O:79])[c:80]1[cH:81][cH:82][cH:83][cH:84][cH:85]1.[CH:86](=[CH:87][C:88]([CH:89]=[CH:90][c:91]1[cH:92][cH:93][cH:94][cH:95][cH:96]1)=[O:97])[c:98]1[cH:99][cH:100][cH:101][cH:102][cH:103]1.[Cl:1][c:2]1[n:3][cH:4][c:5]2[c:13]([n:14]1)[N:12]([CH:15]1[CH2:16][CH2:17][CH2:18][CH2:19][CH2:20]1)[CH2:11][C:8]1([C:7](=[O:21])[N:6]2[CH3:22])[CH2:9][CH2:10]1.[Cs+:47].[Cs+:48].[NH2:23][c:24]1[cH:25][c:26]([F:42])[c:27]([C:28](=[O:29])[NH:30][CH:31]2[CH2:32][CH2:33][N:34]([CH2:37][CH3:38])[CH2:35][CH2:36]2)[cH:39][c:40]1[F:41].[O:104]1[CH2:105][CH2:106][O:107][CH2:108][CH2:109]1.[Pd+2:49]>>[c:2]1([NH:23][c:24]2[cH:25][c:26]([F:42])[c:27]([C:28](=[O:29])[NH:30][CH:31]3[CH2:32][CH2:33][N:34]([CH2:37][CH3:38])[CH2:35][CH2:36]3)[cH:39][c:40]2[F:41])[n:3][cH:4][c:5]2[c:13]([n:14]1)[N:12]([CH:15]1[CH2:16][CH2:17][CH2:18][CH2:19][CH2:20]1)[CH2:11][C:8]1([C:7](=[O:21])[N:6]2[CH3:22])[CH2:9][CH2:10]1.